From a dataset of the Open Reaction Database (ORD), a public repository of structured organic reaction records. describe an organic reaction: reactants, conditions, products, and yield The reactants are CN(C(C(N1N=C(C(=C1)C)C1=CC=CC=C1)C)=O)C (N,N,α,4-tetramethyl-3-phenylpyrazole-1-acetamide), C(C)I (ethyl iodide). The product is CN(C(=O)C1(CCC1)N1N=C(C(=C1)C)C1=CC=CC=C1)C (N,N-dimethyl-1-(4-methyl-3-phenylpyrazol-1-yl)cyclobutanecarboxamide). Reaction SMILES: [CH3:1][N:2]([CH3:19])[C:3](=[O:18])[CH:4]([CH3:17])[N:5]1[CH:9]=[C:8]([CH3:10])[C:7]([C:11]2[CH:16]=[CH:15][CH:14]=[CH:13][CH:12]=2)=[N:6]1.[CH2:20](I)[CH3:21]>>[CH3:19][N:2]([CH3:1])[C:3]([C:4]1([N:5]2[CH:9]=[C:8]([CH3:10])[C:7]([C:11]3[CH:16]=[CH:15][CH:14]=[CH:13][CH:12]=3)=[N:6]2)[CH2:21][CH2:20][CH2:17]1)=[O:18]. Reported procedure: Following the procedure of Example 95, but substituting α-(3-bromopropyl)-N,N,4-trimethyl-3-phenylpyrazole-1-acetamide for N,N,α,4-tetramethyl-3-phenylpyrazole-1-acetamide and without the addition of ethyl iodide there was obtained N,N-dimethyl-1-(4-methyl-3-phenylpyrazol-1-yl)cyclobutanecarboxamide having a melting point of 87°-89° C. The reactants are Clc1ncnc2[nH]cc(Br)c12, [Li]CCCC, C1CCOC1, CSSC, CCO, [Cl-], [NH4+]. Yields the product CSc1c[nH]c2ncnc(Cl)c12. Reaction SMILES: [Br:1][c:2]1[cH:3][nH:4][c:5]2[n:6][cH:7][n:8][c:9]([Cl:11])[c:10]12.[CH2:12]([Li:13])[CH2:14][CH2:15][CH3:16].[CH2:23]1[O:24][CH2:25][CH2:26][CH2:27]1.[CH3:17][S:18][S:19][CH3:20].[CH3:28][CH2:29][OH:30].[Cl-:21].[NH4+:22]>>[c:2]1([S:18][CH3:17])[cH:3][nH:4][c:5]2[n:6][cH:7][n:8][c:9]([Cl:11])[c:10]12.